The task is: describe an organic reaction: reactants, conditions, products, and yield. This data is from the Open Reaction Database (ORD), a public repository of structured organic reaction records. Starting materials: [BH4-], CC(C)(C)[Si](C)(C)N1C(=O)CC1C(=O)O, C1CCOC1, CN1CCOCC1, CCOC(C)=O, CC(C)COC(=O)Cl, [Na+], O. Product: CC(C)(C)[Si](C)(C)N1C(=O)CC1CO. As a reaction SMILES: [BH4-:31].[C:1]([CH3:2])([CH3:3])([CH3:4])[Si:5]([N:6]1[CH:7]([C:11](=[O:12])[OH:13])[CH2:8][C:9]1=[O:10])([CH3:14])[CH3:15].[CH2:33]1[O:34][CH2:35][CH2:36][CH2:37]1.[CH3:16][N:17]1[CH2:18][CH2:19][O:20][CH2:21][CH2:22]1.[CH3:39][CH2:40][O:41][C:42]([CH3:43])=[O:44].[Cl:23][C:24]([O:25][CH2:26][CH:27]([CH3:28])[CH3:29])=[O:30].[Na+:32].[OH2:38]>>[C:1]([CH3:2])([CH3:3])([CH3:4])[Si:5]([N:6]1[CH:7]([CH2:11][OH:12])[CH2:8][C:9]1=[O:10])([CH3:14])[CH3:15]. The reactants are CI (methyl iodide), [H-].[Na+] (sodium hydride), oil, C(=O)(OC(C)(C)C)N1CCC(CC1)(C1CCCCC1)CNS(=O)(=O)C (N-[(1-Boc-4-cyclohexyl-4-piperidyl)methyl]methanesulfonamide). Solvent: CN(C=O)C (dimethylformamide), C(C)(=O)OCC (ethyl acetate). Run at temperature 0 celsius, time 17 minute. The product is CN(S(=O)(=O)C)CC1(CCN(CC1)C(=O)OC(C)(C)C)C1CCCCC1 (N-methyl-N-[(1-Boc-4-cyclohexyl-4-piperidyl)methyl]methane sulfonamide). Yield: 72.2%. RXN SMILES: [H-].[Na+].[C:3]([N:10]1[CH2:15][CH2:14][C:13]([CH2:22][NH:23][S:24]([CH3:27])(=[O:26])=[O:25])([CH:16]2[CH2:21][CH2:20][CH2:19][CH2:18][CH2:17]2)[CH2:12][CH2:11]1)([O:5][C:6]([CH3:9])([CH3:8])[CH3:7])=[O:4].[CH3:28]I>CN(C)C=O.C(OCC)(=O)C>[CH3:28][N:23]([CH2:22][C:13]1([CH:16]2[CH2:17][CH2:18][CH2:19][CH2:20][CH2:21]2)[CH2:12][CH2:11][N:10]([C:3]([O:5][C:6]([CH3:9])([CH3:8])[CH3:7])=[O:4])[CH2:15][CH2:14]1)[S:24]([CH3:27])(=[O:26])=[O:25] |f:0.1|. Reported procedure: A 10-mL, round-bottomed flask was purged with nitrogen and then charged with a 60% sodium hydride dispersion in mineral oil (0.005 g, 0.125 mmol), and the flask was cooled at 0° C. in an ice-water bath. A solution of the sulfonamide from Step B (0.040 g, 0.107 mmol) in 0.8 mL of dimethylformamide was then added dropwise via syringe. The resulting mixture was stirred at 0° C. for 17 min, warmed to room temperature, and stirred for 10 min. The resulting thick mixture was then charged with methyl i... Reactants: BrCc1ccccc1, [K+], [K+], O=C([O-])[O-], CN(C)C=O, O, C=CCCC(=O)O. Yields the product C=CCCC(=O)OCc1ccccc1. Reaction SMILES: [Br:14][CH2:15][c:16]1[cH:17][cH:18][cH:19][cH:20][cH:21]1.[K+:1].[K+:2].[O-:3][C:4]([O-:5])=[O:6].[O:22]=[CH:23][N:24]([CH3:25])[CH3:26].[OH2:27].[OH:7][C:8](=[O:9])[CH2:10][CH2:11][CH:12]=[CH2:13]>>[O:7]([C:8](=[O:9])[CH2:10][CH2:11][CH:12]=[CH2:13])[CH2:15][c:16]1[cH:17][cH:18][cH:19][cH:20][cH:21]1. Reactants: CCCC(CC(=O)OCC)n1ccc2cc(CCCc3ccc4c(n3)NCCC4)ccc21, C1CCOC1, Cl, [Na+], [OH-], O. Yields the product CCCC(CC(=O)O)n1ccc2cc(CCCc3ccc4c(n3)NCCC4)ccc21. RXN SMILES: [CH2:1]([CH3:2])[O:3][C:4]([CH2:5][CH:6]([CH2:7][CH2:8][CH3:9])[n:10]1[cH:11][cH:12][c:13]2[cH:14][c:15]([CH2:19][CH2:20][CH2:21][c:22]3[n:23][c:24]4[c:29]([cH:30][cH:31]3)[CH2:28][CH2:27][CH2:26][NH:25]4)[cH:16][cH:17][c:18]12)=[O:32].[CH2:36]1[O:37][CH2:38][CH2:39][CH2:40]1.[ClH:35].[Na+:34].[OH-:33].[OH2:41]>>[O:3]=[C:4]([CH2:5][CH:6]([CH2:7][CH2:8][CH3:9])[n:10]1[cH:11][cH:12][c:13]2[cH:14][c:15]([CH2:19][CH2:20][CH2:21][c:22]3[n:23][c:24]4[c:29]([cH:30][cH:31]3)[CH2:28][CH2:27][CH2:26][NH:25]4)[cH:16][cH:17][c:18]12)[OH:32]. Reactants: [N+](=[N-])=C (diazomethane), N1C=C(C2=CC=CC=C12)C(=O)O (Indole-3-carboxylic acid). Run in CCOCC (ether), CCOCC (ether), C(C)(=O)OCC (ethyl acetate), CO (methanol). Product: N1C=C(C2=CC=CC=C12)C(=O)OC (1H-Indole-3-carboxylic acid, methyl ester). RXN SMILES: [NH:1]1[C:9]2[C:4](=[CH:5][CH:6]=[CH:7][CH:8]=2)[C:3]([C:10]([OH:12])=[O:11])=[CH:2]1.[N+](=[CH2:15])=[N-]>CCOCC.C(OCC)(=O)C.CO>[NH:1]1[C:9]2[C:4](=[CH:5][CH:6]=[CH:7][CH:8]=2)[C:3]([C:10]([O:12][CH3:15])=[O:11])=[CH:2]1. Reported procedure: Indole-3-carboxylic acid (757 mg, 4.7 mmol, 1.0 eq.) was partially dissolved in a mixture of ether, ethyl acetate and methanol. While stirring, a solution of diazomethane in ether was added until a yellow color persisted. The solvent was removed in vacuo and the remaining white solid was passed through a silica gel column, eluting with dichloromethane to give the title A compound (819 mg), m.p. 147°-149° C. Starting materials: CC(=O)O, CC(=O)O[BH-](OC(C)=O)OC(C)=O, CNCCO, ClCCl, O=CCn1cc(-c2cc3nccc(Oc4ccc([N+](=O)[O-])cc4F)c3s2)cn1, [Na+], [Na+], O=C([O-])O. The product is CN(CCO)CCn1cc(-c2cc3nccc(Oc4ccc([N+](=O)[O-])cc4F)c3s2)cn1. RXN SMILES: [C:29]([OH:30])(=[O:31])[CH3:32].[C:38]([O:39][BH-:40]([O:41][C:42](=[O:43])[CH3:44])[O:45][C:46](=[O:47])[CH3:48])(=[O:49])[CH3:50].[CH3:33][NH:34][CH2:35][CH2:36][OH:37].[Cl:52][CH2:53][Cl:54].[F:1][c:2]1[c:3]([O:4][c:5]2[c:6]3[c:7]([n:8][cH:9][cH:10]2)[cH:11][c:12](-[c:14]2[cH:15][n:16][n:17]([CH2:19][CH:20]=[O:21])[cH:18]2)[s:13]3)[cH:22][cH:23][c:24]([N+:26](=[O:27])[O-:28])[cH:25]1.[Na+:51].[Na+:59].[O-:55][C:56]([OH:57])=[O:58]>>[F:1][c:2]1[c:3]([O:4][c:5]2[c:6]3[c:7]([n:8][cH:9][cH:10]2)[cH:11][c:12](-[c:14]2[cH:15][n:16][n:17]([CH2:19][CH2:20][N:34]([CH3:33])[CH2:35][CH2:36][OH:37])[cH:18]2)[s:13]3)[cH:22][cH:23][c:24]([N+:26](=[O:27])[O-:28])[cH:25]1. The reactants are II (iodine), N1N=NC=C1 (triazole), 59, C(CCC)[Li] (n-butyllithium). The solvent is O1CCCC1 (tetrahydrofuran), O1CCCC1 (tetrahydrofuran). Conditions: temperature -78 celsius, time 2 hour. Yields the product IC1=C(N=NN1C=C)C (5-Iodo-4-methyl-1-vinyl-1H-[1,2,3]triazole). Isolated yield 55.0%. As a reaction SMILES: [NH:1]1[CH:5]=[CH:4][N:3]=[N:2]1.[CH2:6]([Li])[CH2:7][CH2:8]C.[I:11]I>O1CCCC1>[I:11][C:8]1[N:3]([CH:4]=[CH2:5])[N:2]=[N:1][C:7]=1[CH3:6]. Procedure details: To a cold (−78° C.) solution of the triazole from preparation 59 (3.0 g, 12.4 mmol) in tetrahydrofuran (70 mL), under an atmosphere of nitrogen, was added n-butyllithium (2.5M in hexane, 5.5 ml, 14 mmol, 1.1 eq.) at such a rate as to maintain the temperature below −70° C. The resulting yellow solution was stirred at −78° C. for 2 hr before adding a solution of iodine (3.47 g, 13.7 mmol, 1.1 eq.) in tetrahydrofuran (10 mL). The resulting mixture was allowed to slowly warm to room temperature over...